From a dataset of the Open Reaction Database (ORD), a public repository of structured organic reaction records. describe an organic reaction: reactants, conditions, products, and yield Reactants: ClC1=CC(=NC=N1)OC1=CC=C(N)C=C1 (4-(6-chloro-pyrimidin-4-yl-oxy)-aniline), C(C)N (ethylamine). Run in O (water), CCOC(=O)C (AcOEt), C(C)O (ethanol). Run at time 16 hour. Product: C(C)NC1=NC=NC(=C1)OC1=CC=C(N)C=C1 (4-(4-Ethylaminopyrimidin-6-yl-oxy)aniline). Reaction SMILES: Cl[C:2]1[N:7]=[CH:6][N:5]=[C:4]([O:8][C:9]2[CH:15]=[CH:14][C:12]([NH2:13])=[CH:11][CH:10]=2)[CH:3]=1.[CH2:16]([NH2:18])[CH3:17]>C(O)C.O.CCOC(C)=O>[CH2:16]([NH:18][C:2]1[CH:3]=[C:4]([O:8][C:9]2[CH:15]=[CH:14][C:12]([NH2:13])=[CH:11][CH:10]=2)[N:5]=[CH:6][N:7]=1)[CH3:17]. Reported procedure: A suspension of 4-(6-chloro-pyrimidin-4-yl-oxy)-aniline (Stage 21.1; 5.0 g, 22.6 mmol) in ethylamine dissolved in ethanol (≈35%; 5 ml) under Nratmosphere is stirred for 16 h at rt. Then the resulting brown solution is diluted with water and AcOEt, the aqueous layer separated off and extracted twice with AcOEt. The organic phases are washed with 3 portions of water and brine, dried (Na2SO4) and concentrated. Re-crystallisaton from boiling AcOEt gives the title compound: m.p.: 143-145° C.; 1H-NMR ... Reactants: C(CC1=CC=CC=C1)NC(=O)[C@H]1N(C(CC1)OC)C ((S)-5-Methoxy-1-methyl-pyrrolidine-2-carboxylic acid phenethyl-amide), C(C=C)[Si](C)(C)C (allyltrimethylsilane). Reagents/catalysts: [Ti](Cl)(Cl)(Cl)Cl (titanium(IV) chloride). The solvent is ClCCl (dichloromethane). Reaction conditions: time 20 minute. The product is C(CC1=CC=CC=C1)NC(=O)[C@H]1N([C@H](CC1)CC=C)C ((2S,5R)-5-Allyl-1-methyl-pyrrolidine-2-carboxylic acid phenethyl-amide). Reaction SMILES: [CH2:1]([NH:9][C:10]([C@@H:12]1[CH2:16][CH2:15][CH:14](OC)[N:13]1[CH3:19])=[O:11])[CH2:2][C:3]1[CH:8]=[CH:7][CH:6]=[CH:5][CH:4]=1.[CH2:20]([Si](C)(C)C)[CH:21]=[CH2:22]>[Ti](Cl)(Cl)(Cl)Cl.ClCCl>[CH2:1]([NH:9][C:10]([C@@H:12]1[CH2:16][CH2:15][C@H:14]([CH2:22][CH:21]=[CH2:20])[N:13]1[CH3:19])=[O:11])[CH2:2][C:3]1[CH:8]=[CH:7][CH:6]=[CH:5][CH:4]=1. Procedure: A dichloromethane (20 mL) solution of 11C methylaminal (7.7 g, 20 mmol) is chilled to −78° C. After 20 minutes, allyltrimethylsilane (6.5 mL, 40 mmol) is added. After 10 more minutes 1 M titanium(IV) chloride (24 mL, 24 mmol) is added slowly by syringe. The reaction is complete after 1 hour. The resulting material is carefully quenched (frothing) with saturated bicarb and extracted with dichlormethane, then washed with brine, dried over anhydrous magnesium sulfate, filtered and concentrated. The...